This data is from the Open Reaction Database (ORD), a public repository of structured organic reaction records. The task is: describe an organic reaction: reactants, conditions, products, and yield Reactants: CC(C#C)(C)C (3,3-Dimethylbut-1-yne), BrC1=C(C(=CC=C1)Br)O (2,6-dibromophenol), Cu2O. Run in N1=CC=CC=C1 (pyridine), CCOC(=O)C (EtOAc). Conditions: temperature 55 celsius, time 8 hour. Product: BrC1=CC=CC=2C=C(OC21)C(C)(C)C (7-bromo-2-tert-butyl-benzofuran). Isolated yield 25.7%. RXN SMILES: [CH3:1][C:2]([CH3:6])([CH3:5])[C:3]#[CH:4].[Br:7][C:8]1[CH:13]=[CH:12][CH:11]=[C:10](Br)[C:9]=1[OH:15]>N1C=CC=CC=1.CCOC(C)=O>[Br:7][C:8]1[C:9]2[O:15][C:3]([C:2]([CH3:6])([CH3:5])[CH3:1])=[CH:4][C:10]=2[CH:11]=[CH:12][CH:13]=1. Reported procedure: 3,3-Dimethylbut-1-yne (1.6 g, 20 mmol) was added to a solution of 2,6-dibromophenol (5.0 g, 20 mmol) and Cu2O (1.7 g, 12 mmol) in dry pyridine (50 mL) under N2, then the mixture was heated to about 55° C. and stirred overnight. The mixture was filtered and the filtrate was concentrated to give a residue, which was dissolved in EtOAc. This solution was washed with brine and dried over Na2SO4. The solvent was removed and the residue was purified by column chromatography to afford 7-bromo-2-tert-bu... The yield is 88.0%. Product: CN(C(C(C)OC1=CC=C(C=C1)OC1=NC2=CC=CC=C2C=C1)=O)C (2-[4-(2-quinolyloxy)phenoxy]propionic acid N,N-dimethylamide). Reported procedure: In 100 ml of methyl ethyl ketone, 2.3 g of the intermediate of Preparation 1 of 2-(4-hydroxyphenoxy)quinoline, 1.8 g of N,N-dimethyl-α-bromopropionic acid amide and 1.4 g of potassium carbonate were added and the mixture was refluxed for 5 hours. After the reaction, the precipitated crystal was separated by a filtration and the solvent was distilled off and the product was dried under a reduced pressure. The resulting crude crystal was recrystallized from a solvent of methanol-water to obtain 3.... The reactants are intermediate, OC1=CC=C(OC2=NC3=CC=CC=C3C=C2)C=C1 (2-(4-hydroxyphenoxy)quinoline), CN(C(C(C)Br)=O)C (N,N-dimethyl-α-bromopropionic acid amide), C([O-])([O-])=O.[K+].[K+] (potassium carbonate). RXN SMILES: [OH:1][C:2]1[CH:18]=[CH:17][C:5]([O:6][C:7]2[CH:16]=[CH:15][C:14]3[C:9](=[CH:10][CH:11]=[CH:12][CH:13]=3)[N:8]=2)=[CH:4][CH:3]=1.[CH3:19][N:20]([CH3:26])[C:21](=[O:25])[CH:22](Br)[CH3:23].C(=O)([O-])[O-].[K+].[K+]>C(C(C)=O)C>[CH3:19][N:20]([CH3:26])[C:21](=[O:25])[CH:22]([O:1][C:2]1[CH:3]=[CH:4][C:5]([O:6][C:7]2[CH:16]=[CH:15][C:14]3[C:9](=[CH:10][CH:11]=[CH:12][CH:13]=3)[N:8]=2)=[CH:17][CH:18]=1)[CH3:23] |f:2.3.4|. Solvent: C(C)C(=O)C (methyl ethyl ketone). The reactants are CN1C(=C(C(C=C1C)=O)OCC1=CC=CC=C1)C(CC)OC (1,6-Dimethyl-2-(1-methoxypropyl)-3-benzyloxy-pyridin-4-(1H)-one), Cl (hydrochloric acid). The reagents and catalysts are [Pd] (Pd/C). Run in CO (methanol), O (water). The product is Cl.CN1C(=C(C(C=C1C)=O)O)C(CC)OC (1,6-Dimethyl-2-(1-methoxypropyl)-3-hydroxy-pyridin-4(1H)-one hydrochloride). Yield: 79.3%. As a reaction SMILES: [CH3:1][N:2]1[C:7]([CH3:8])=[CH:6][C:5](=[O:9])[C:4]([O:10]CC2C=CC=CC=2)=[C:3]1[CH:18]([O:21][CH3:22])[CH2:19][CH3:20].[ClH:23]>CO.O.[Pd]>[ClH:23].[CH3:1][N:2]1[C:7]([CH3:8])=[CH:6][C:5](=[O:9])[C:4]([OH:10])=[C:3]1[CH:18]([O:21][CH3:22])[CH2:19][CH3:20] |f:5.6|. Reported procedure: 1,6-Dimethyl-2-(1-methoxypropyl)-3-benzyloxy-pyridin-4-(1H)-one (1.65 g, 5.5 mmol) was dissolved in methanol (30 ml)/water (10 ml) and adjusted to pH 1 with concentrated hydrochloric acid prior to hydrogenolysis for 4 hours in the presence of 5% Pd/C catalyst (0.35 g). Filtration followed by rotary evaporation gave the crude product as a white solid. Recrystallization from methanol/diethyl ether gave the pure title compound (1.08 g, 79.3%) as a white crystalline solid. m.p. 225-227° C. Reactants: CCOC(=O)CI, Nc1cc[nH]n1, CN(C)C=O. RXN SMILES: [I:7][CH2:8][C:9](=[O:10])[O:11][CH2:12][CH3:13].[NH2:1][c:2]1[n:3][nH:4][cH:5][cH:6]1.[O:14]=[CH:15][N:16]([CH3:17])[CH3:18]>>[NH2:1][c:2]1[n:3][n:4]([CH2:8][C:9](=[O:10])[O:11][CH2:12][CH3:13])[cH:5][cH:6]1. The product is CCOC(=O)Cn1ccc(N)n1. The reactants are C[C@@H]1NCCOC1 ((S)-3-methylmorpholine), CCN=C=NCCCN(C)C (EDCI), C=1C=CC2=C(C1)N=NN2O (HOBt), NC1=NC=C(C(=O)O)C=C1 (6-aminonicotinic acid). As a reaction SMILES: [CH3:1][C@H:2]1[CH2:7][O:6][CH2:5][CH2:4][NH:3]1.CCN=C=NCCCN(C)C.C1C=CC2N(O)N=NC=2C=1.[NH2:29][C:30]1[CH:38]=[CH:37][C:33]([C:34](O)=[O:35])=[CH:32][N:31]=1>C(O)C>[NH2:29][C:30]1[N:31]=[CH:32][C:33]([C:34]([N:3]2[CH2:4][CH2:5][O:6][CH2:7][C@@H:2]2[CH3:1])=[O:35])=[CH:37][CH:38]=1. Reaction conditions: time 18 hour. Reported procedure: To a solution of (S)-3-methylmorpholine (1.5 g, 15.0 mmol) in ethanol (20 mL) was added EDCI (3.33 g, 17.4 mmol), HOBt (2.35 g, 17.4 mmol), and 6-aminonicotinic acid (2.07 g, 15.0 mmol) at room temperature. After stirring for 18 h, the resulting suspension was filtered. The solid was purified by silica-gel column chromatography eluting with 2:1 petroleum ether/ethyl acetate to straight ethyl acetate to afford 136a (1.0 g, 30%) as a white solid. MS-ESI: 222.3 (M+H)+. Run in C(C)O (ethanol). Yield: 30.1%. The product is NC1=CC=C(C=N1)C(=O)N1[C@H](COCC1)C ((S)-(6-Aminopyridin-3-yl)(3-methylmorpholino)methanone). Starting materials: CCc1nn(C2CCCC2)c(N)c1C#N, [Cl-], Cl, O=C(O)c1ccnc2ccccc12. Product: CCc1nn(C2CCCC2)c(NC(=O)c2ccnc3ccccc23)c1C#N. RXN SMILES: [CH:16]1([n:21]2[n:22][c:23]([CH2:29][CH3:30])[c:24]([C:27]#[N:28])[c:25]2[NH2:26])[CH2:17][CH2:18][CH2:19][CH2:20]1.[Cl-:2].[ClH:1].[n:3]1[cH:4][cH:5][c:6]([C:13](=[O:14])[OH:15])[c:7]2[cH:8][cH:9][cH:10][cH:11][c:12]12>>[n:3]1[cH:4][cH:5][c:6]([C:13](=[O:15])[NH:26][c:25]2[n:21]([CH:16]3[CH2:17][CH2:18][CH2:19][CH2:20]3)[n:22][c:23]([CH2:29][CH3:30])[c:24]2[C:27]#[N:28])[c:7]2[cH:8][cH:9][cH:10][cH:11][c:12]12. Starting materials: CC(C)([O-])C.[K+] (potassium tert-butoxide), C(#N)CP(OCC)(OCC)=O (Diethyl cyanomethylphosphonate), FC1=C(C(=O)N[C@H](C(F)(F)F)C)C=C(C(=C1)N1CC(C1)=O)F (2,5-difluoro-4-(3-oxoazetidin-1-yl)-N-[(1S)-2,2,2-trifluoro-1-methylethyl]benzamide). Run in C1CCOC1 (THF), O1CCCC1 (tetrahydrofuran), O1CCCC1 (tetrahydrofuran). Run at time 90 minute. The product is C(#N)C=C1CN(C1)C1=CC(=C(C(=O)N[C@H](C(F)(F)F)C)C=C1F)F (4-[3-(Cyanomethylene)azetidin-1-yl]-2,5-difluoro-N-[(1S)-2,2,2-trifluoro-1-methylethyl]benzamide). Isolated yield 63.8%. RXN SMILES: [C:1]([CH2:3]P(=O)(OCC)OCC)#[N:2].CC(C)([O-])C.[K+].[F:18][C:19]1[CH:33]=[C:32]([N:34]2[CH2:37][C:36](=O)[CH2:35]2)[C:31]([F:39])=[CH:30][C:20]=1[C:21]([NH:23][C@@H:24]([CH3:29])[C:25]([F:28])([F:27])[F:26])=[O:22]>O1CCCC1>[C:1]([CH:3]=[C:36]1[CH2:37][N:34]([C:32]2[C:31]([F:39])=[CH:30][C:20]([C:21]([NH:23][C@@H:24]([CH3:29])[C:25]([F:28])([F:27])[F:26])=[O:22])=[C:19]([F:18])[CH:33]=2)[CH2:35]1)#[N:2] |f:1.2|. Procedure: Diethyl cyanomethylphosphonate (1.95 mL, 11.8 mmol) was added drop-wise to a cooled (ice bath) solution of 1.0 M potassium tert-butoxide in THF (11.8 mL, 11.8 mmol) which was diluted with tetrahydrofuran (12 mL). The bath was removed and the reaction was warmed to room temperature, and stirred for 90 min. The reaction solution was cooled with an ice bath again. The above prepared solution was then added over 12 min to a cooled (ice-bath) solution of 2,5-difluoro-4-(3-oxoazetidin-1-yl)-N-[(1S)-2,... Starting materials: C1CCOC1, CCOC(=O)c1csc(Cl)n1, [Li+], [OH-]. Product: O=C(O)c1csc(Cl)n1. As a reaction SMILES: [CH2:14]1[O:15][CH2:16][CH2:17][CH2:18]1.[CH2:1]([CH3:2])[O:3][C:4](=[O:5])[c:6]1[n:7][c:8]([Cl:11])[s:9][cH:10]1.[Li+:13].[OH-:12]>>[O:3]=[C:4]([OH:5])[c:6]1[n:7][c:8]([Cl:11])[s:9][cH:10]1.